Dataset: the Open Reaction Database (ORD), a public repository of structured organic reaction records. Task: describe an organic reaction: reactants, conditions, products, and yield Starting materials: O=C([O-])[O-], FC(F)(F)c1cc(CCl)ccc1C1CCCC1, [Cs+], [Cs+], CN(C)C=O, CCOC(=O)CC1CCc2c1[nH]c1ccc(O)cc21. The product is CCOC(=O)CC1CCc2c1[nH]c1ccc(OCc3ccc(C4CCCC4)c(C(F)(F)F)c3)cc21. RXN SMILES: [C:37](=[O:38])([O-:39])[O-:40].[Cl:20][CH2:21][c:22]1[cH:23][c:24]([C:33]([F:34])([F:35])[F:36])[c:25]([CH:28]2[CH2:29][CH2:30][CH2:31][CH2:32]2)[cH:26][cH:27]1.[Cs+:41].[Cs+:42].[O:43]=[CH:44][N:45]([CH3:46])[CH3:47].[OH:1][c:2]1[cH:3][c:4]2[c:5]3[c:6]([nH:7][c:8]2[cH:9][cH:10]1)[CH:11]([CH2:14][C:15](=[O:16])[O:17][CH2:18][CH3:19])[CH2:12][CH2:13]3>>[O:1]([c:2]1[cH:3][c:4]2[c:5]3[c:6]([nH:7][c:8]2[cH:9][cH:10]1)[CH:11]([CH2:14][C:15](=[O:16])[O:17][CH2:18][CH3:19])[CH2:12][CH2:13]3)[CH2:21][c:22]1[cH:23][c:24]([C:33]([F:34])([F:35])[F:36])[c:25]([CH:28]2[CH2:29][CH2:30][CH2:31][CH2:32]2)[cH:26][cH:27]1. Reactants: C(C)(C)OC1=CC=C(C=C1)C=1NC(C2=CC=C(C=C2C1)OC)=O (3-(4-isopropoxyphenyl)-6-methoxyisoquinolin-1(2H)-one), O=P(Cl)(Cl)Cl (POCl3). Yields the product ClC1=NC(=CC2=CC(=CC=C12)OC)C1=CC=C(C=C1)OC(C)C (1-chloro-3-(4-isopropoxyphenyl)-6-methoxyisoquinoline). The yield is 67.4%. RXN SMILES: [CH:1]([O:4][C:5]1[CH:10]=[CH:9][C:8]([C:11]2[NH:12][C:13](=O)[C:14]3[C:19]([CH:20]=2)=[CH:18][C:17]([O:21][CH3:22])=[CH:16][CH:15]=3)=[CH:7][CH:6]=1)([CH3:3])[CH3:2].O=P(Cl)(Cl)[Cl:26]>>[Cl:26][C:13]1[C:14]2[C:19](=[CH:18][C:17]([O:21][CH3:22])=[CH:16][CH:15]=2)[CH:20]=[C:11]([C:8]2[CH:9]=[CH:10][C:5]([O:4][CH:1]([CH3:3])[CH3:2])=[CH:6][CH:7]=2)[N:12]=1. Procedure details: A solution of 3-(4-isopropoxyphenyl)-6-methoxyisoquinolin-1(2H)-one (3.5 g, 11.31 mmol) in POCl3 (11 ml) was refluxed for overnight. The solvent was evaporated under reduced pressure and the residue was diluted with cold water. The aqueous solution was basified by solid sodium carbonate and extracted with ethyl acetate. The organic layer was dried over anhydrous sodium sulfate, filtered and evaporated under reduced pressure to get crude compound. The crude compound was purified by silica gel chr... The reactants are NC=1C=CC=C2C=CC=NC12 (8-aminoquinoline), COC1=C(C=CC=C1)S(=O)(=O)Cl (2-methoxybenzenesulfonyl chloride). Reagents/catalysts: CN(C)C=1C=CN=CC1 (DMAP). The product is COC1=C(C=CC=C1)S(=O)(=O)NC=1C=CC=C2C=CC=NC12 (2-Methoxy-N-quinolin-8-yl-benzenesulfonamide). The yield is 57.6%. Reaction SMILES: [NH2:1][C:2]1[CH:3]=[CH:4][CH:5]=[C:6]2[C:11]=1[N:10]=[CH:9][CH:8]=[CH:7]2.[CH3:12][O:13][C:14]1[CH:19]=[CH:18][CH:17]=[CH:16][C:15]=1[S:20](Cl)(=[O:22])=[O:21]>CN(C1C=CN=CC=1)C>[CH3:12][O:13][C:14]1[CH:19]=[CH:18][CH:17]=[CH:16][C:15]=1[S:20]([NH:1][C:2]1[CH:3]=[CH:4][CH:5]=[C:6]2[C:11]=1[N:10]=[CH:9][CH:8]=[CH:7]2)(=[O:22])=[O:21]. Reported procedure: In the similar fashion using route 14 general procedure 27, 8-aminoquinoline (200 mg, 1.38 mmol), 2-methoxybenzenesulfonyl chloride (280 mg, 1.38 mmol) and DMAP (cat.) gave the title compound (250 mg, 58%) after purification by column chromatography with DCM as the eluent. Reactants: O.NN (Hydrazine hydrate), CC(C(C=C(SC)SC)=O)(C)C (4,4-Dimethyl-1,1-bis(methylthio)-1-penten-3-one), CS (methyl mercaptan). Run in C(C)O (ethanol). Yields the product C(C)(C)(C)C1=NNC(=C1)SC (3-t-butyl-5-(methylthio)pyrazole). Yield: 48.0%. RXN SMILES: O.[NH2:2][NH2:3].[CH3:4][C:5]([CH3:15])([CH3:14])[C:6](=O)[CH:7]=[C:8](SC)[S:9][CH3:10].CS>C(O)C>[C:5]([C:6]1[CH:7]=[C:8]([S:9][CH3:10])[NH:3][N:2]=1)([CH3:15])([CH3:14])[CH3:4] |f:0.1|. Procedure details: Hydrazine hydrate (4 g, 3.9 ml) was added dropwise to a cooled solution of the product of Example 1 (15 g) in ethanol (75 ml). The reaction mixture was refluxed until evolution of methyl mercaptan ceased (2 hours), and allowed to cool. Most of the ethanol was evaporated off, and the residue was pitched into water, and ether extracted. The ethereal solution was dried over magnesium sulphate, and evaporated to give a pale yellow solid, which was recrystallised from 1:1 benzene/60°-80° petrol to gi... Starting materials: O=[Ag], CCOC(=O)c1oc2cccc(CO)c2c1C, ClC(Cl)Cl, CI. The product is CCOC(=O)c1oc2cccc(COC)c2c1C. As a reaction SMILES: [Ag:24]=[O:25].[CH2:1]([CH3:2])[O:3][C:4](=[O:5])[c:6]1[o:7][c:8]2[c:9]([c:10]1[CH3:11])[c:12]([CH2:16][OH:17])[cH:13][cH:14][cH:15]2.[CH:20]([Cl:21])([Cl:22])[Cl:23].[I:18][CH3:19]>>[CH2:1]([CH3:2])[O:3][C:4](=[O:5])[c:6]1[o:7][c:8]2[c:9]([c:10]1[CH3:11])[c:12]([CH2:16][O:17][CH3:19])[cH:13][cH:14][cH:15]2.